From a dataset of the Open Reaction Database (ORD), a public repository of structured organic reaction records. describe an organic reaction: reactants, conditions, products, and yield The reactants are C, CC(=CC(=O)O)Oc1ccc(Oc2ccccc2)c(NS(C)(=O)=O)c1, CCO, [Pd]. Yields the product CC(CC(=O)O)Oc1ccc(Oc2ccccc2)c(NS(C)(=O)=O)c1. As a reaction SMILES: [C:29].[CH3:1][S:2](=[O:3])(=[O:4])[NH:5][c:6]1[cH:7][c:8]([O:9][C:10](=[CH:11][C:12](=[O:13])[OH:14])[CH3:15])[cH:16][cH:17][c:18]1[O:19][c:20]1[cH:21][cH:22][cH:23][cH:24][cH:25]1.[CH3:26][CH2:27][OH:28].[Pd:30]>>[CH3:1][S:2](=[O:3])(=[O:4])[NH:5][c:6]1[cH:7][c:8]([O:9][CH:10]([CH2:11][C:12](=[O:13])[OH:14])[CH3:15])[cH:16][cH:17][c:18]1[O:19][c:20]1[cH:21][cH:22][cH:23][cH:24][cH:25]1. The reactants are [Br-], CCOC(C)=O, O=Cc1ccc(S(=O)(=O)c2ccc(F)cc2)cc1, Fc1ccc(S)cc1, Fc1ccc(C[P+](c2ccccc2)(c2ccccc2)c2ccccc2)c(F)c1, [Li]CCCC, C1CCOC1, O. Product: O=S(=O)(c1ccc(F)cc1)c1ccc(C=Cc2ccc(F)cc2F)cc1. RXN SMILES: [Br-:6].[CH3:66][CH2:67][O:68][C:69](=[O:70])[CH3:71].[F:35][c:36]1[cH:37][cH:38][c:39]([S:42](=[O:43])(=[O:44])[c:45]2[cH:46][cH:47][c:48]([CH:49]=[O:50])[cH:51][cH:52]2)[cH:40][cH:41]1.[F:53][c:54]1[cH:55][cH:56][c:57]([SH:58])[cH:59][cH:60]1.[F:7][c:8]1[c:9]([CH2:10][P+:11]([c:12]2[cH:13][cH:14][cH:15][cH:16][cH:17]2)([c:18]2[cH:19][cH:20][cH:21][cH:22][cH:23]2)[c:24]2[cH:25][cH:26][cH:27][cH:28][cH:29]2)[cH:30][cH:31][c:32]([F:34])[cH:33]1.[Li:1][CH2:2][CH2:3][CH2:4][CH3:5].[O:61]1[CH2:62][CH2:63][CH2:64][CH2:65]1.[OH2:72]>>[F:7][c:8]1[c:9]([CH:10]=[CH:49][c:48]2[cH:47][cH:46][c:45]([S:42]([c:39]3[cH:38][cH:37][c:36]([F:35])[cH:41][cH:40]3)(=[O:43])=[O:44])[cH:52][cH:51]2)[cH:30][cH:31][c:32]([F:34])[cH:33]1. Starting materials: ClC(=O)OC (methyl chloroformate), C(C)(C)(C)C=1C=CC(=C(C1)C(C#N)(C)C)O (2-(5-tert-butyl-2-hydroxyphenyl)-2-methylpropanenitrile), CCN(C(C)C)C(C)C (DIEA), ice water. Reagents/catalysts: CN(C)C=1C=CN=CC1 (DMAP). The solvent is C(Cl)Cl (DCM), C(Cl)Cl (DCM). Conditions: temperature 0 celsius, time 12 hour. Yields the product C(OC1=C(C=C(C=C1)C(C)(C)C)C(C)(C)C#N)(OC)=O (4-tert-butyl-2-(2-cyanopropan-2-yl)phenyl methyl carbonate). As a reaction SMILES: [C:1]([C:5]1[CH:6]=[CH:7][C:8]([OH:16])=[C:9]([C:11]([CH3:15])([CH3:14])[C:12]#[N:13])[CH:10]=1)([CH3:4])([CH3:3])[CH3:2].CCN(C(C)C)C(C)C.Cl[C:27]([O:29][CH3:30])=[O:28]>CN(C1C=CN=CC=1)C.C(Cl)Cl>[C:27](=[O:28])([O:29][CH3:30])[O:16][C:8]1[CH:7]=[CH:6][C:5]([C:1]([CH3:4])([CH3:2])[CH3:3])=[CH:10][C:9]=1[C:11]([C:12]#[N:13])([CH3:15])[CH3:14]. Reported procedure: To a stirred mixture of compound 15 (126.6 g, 0.564 mol), DMAP (6.0 g) and DIEA (188 g, 1.46 mol) in anhydrous DCM (1500 mL) was added dropwise methyl chloroformate (110 g, 1.17 mol) in anhydrous DCM (300 mL) at 0° C. within 2 hours. After stirring for 12 hours at 0° C., ice-water (1.5 L) was added and the mixture was stirred at 0° C. for 30 minutes. The organic layer was separated and washed with 1 N HCl, water, and brine. The DCM solution was dried over MgSO4 and concentrated in vacuo to give ... Reactants: NC1=C(C=C(C=C1)CS(=O)(=O)NC)I (4-amino-3-iodo-N-methylbenzenemethanesulfonamide), [Si](C)(C)(C(C)(C)C)OCCCC#C[Si](C)(C)C (1-t-butyldimethylsilyloxy-5-trimethylsilyl-4-pentyne), C([O-])([O-])=O.[Na+].[Na+] (sodium carbonate). Reagents/catalysts: [Cl-].C(CCC)[N+](CCCC)(CCCC)CCCC (tetrabutylammonium chloride), C(C)(=O)[O-].[Pd+2].C(C)(=O)[O-] (palladium (II) acetate), C1(=CC=CC=C1)P(C1=CC=CC=C1)C1=CC=CC=C1 (triphenylphosphine). Solvent: CN(C=O)C (dimethylformamide). Conditions: temperature 100 celsius. The product is [Si](C)(C)(C(C)(C)C)OCCCC1=C(NC2=CC=C(C=C12)CS(=O)(=O)NC)[Si](C)(C)C (3-(3-t-butyldimethylsilyloxypropyl)-2-trimethylsilyl-N-methyl-1H-indole-5-methanesulfonamide). Yield: 87.7%. Reaction SMILES: [NH2:1][C:2]1[CH:7]=[CH:6][C:5]([CH2:8][S:9]([NH:12][CH3:13])(=[O:11])=[O:10])=[CH:4][C:3]=1I.[Si:15]([O:22][CH2:23][CH2:24][CH2:25][C:26]#[C:27][Si:28]([CH3:31])([CH3:30])[CH3:29])([C:18]([CH3:21])([CH3:20])[CH3:19])([CH3:17])[CH3:16].C(=O)([O-])[O-].[Na+].[Na+]>CN(C)C=O.[Cl-].C([N+](CCCC)(CCCC)CCCC)CCC.C([O-])(=O)C.[Pd+2].C([O-])(=O)C.C1(P(C2C=CC=CC=2)C2C=CC=CC=2)C=CC=CC=1>[Si:15]([O:22][CH2:23][CH2:24][CH2:25][C:26]1[C:3]2[C:2](=[CH:7][CH:6]=[C:5]([CH2:8][S:9]([NH:12][CH3:13])(=[O:11])=[O:10])[CH:4]=2)[NH:1][C:27]=1[Si:28]([CH3:29])([CH3:30])[CH3:31])([C:18]([CH3:21])([CH3:20])[CH3:19])([CH3:17])[CH3:16] |f:2.3.4,6.7,8.9.10|. Procedure: To a solution of 0.326 g (1.0 mmol, 1.0 equiv.) of 4-amino-3-iodo-N-methylbenzenemethanesulfonamide in 20 mL of dimethylformamide was added 0.541 g (2.0 mmol, 2.0 equiv.) of 1-t-butyldimethylsilyloxy-5-trimethylsilyl-4-pentyne, 0.278 g (1.0 mmol, 1.0 equiv.) of tetrabutylammonium chloride, 0.530 g (5.0 mmol, 5.0 equiv.) of sodium carbonate, 0.0131 g (0.05 mmol, 0.05 equiv.) of triphenylphosphine, and 0.0112 g (0.05 g, 0.05 equiv.) of palladium (II) acetate. The mixture was heated in a 100° C. oi... The reactants are BrC1=CN=C(S1)N=C=O (5-Bromothiazol-2-yl isocyanate), C1=CC=CC=C1 (benzene), dimethyl acetal, ClCCNCC=O (2-β-chloroethylaminoacetaldehyde). Solvent: C(C)O.O (ethanol water). Reaction conditions: time 1 hour. The product is dimethyl acetal, ClCCN(C(=O)NC=1SC(=CN1)Br)CC=O (2-[1-β-chloroethyl-3-(5-bromothiazol-2-yl)ureido]acetaldehyde). Reaction SMILES: [Br:1][C:2]1[S:6][C:5]([N:7]=[C:8]=[O:9])=[N:4][CH:3]=1.C1C=CC=CC=1.[Cl:16][CH2:17][CH2:18][NH:19][CH2:20][CH:21]=[O:22]>C(O)C.O>[Cl:16][CH2:17][CH2:18][N:19]([CH2:20][CH:21]=[O:22])[C:8]([NH:7][C:5]1[S:6][C:2]([Br:1])=[CH:3][N:4]=1)=[O:9] |f:3.4|. Procedure details: 5-Bromothiazol-2-yl isocyanate dimer (17.0 grams), benzene (70 ml) and the dimethyl acetal of 2-β-chloroethylaminoacetaldehyde (13.5 grams) are charged into a glass reaction vessel equipped with a mechanical stirrer and thermometer. The reaction mixture is then stirred at room temperature for a period of about 1 hour. After this time the reaction mixture is filtered, and the filtrate is stripped of solvent under reduced pressure, leaving an oil. This oil is dissolved in an ethanol-water mixture,...